Dataset: the Open Reaction Database (ORD), a public repository of structured organic reaction records. Task: describe an organic reaction: reactants, conditions, products, and yield Reactants: C[C-]1C=CC=C1.[C-]1(C=CC=C1)C.[Zr+2] (dimethyl zirconocene), C1(=CC=CC=C1)O (phenol), C (methane). Solvent: C1(=CC=CC=C1)C (toluene). Yields the product [O-]C1=CC=CC=C1.[O-]C1=CC=CC=C1.[CH-]1C=CC=C1.[CH-]1C=CC=C1.[Zr+2] (Zirconocene Bisphenoxide). As a reaction SMILES: C[C-:2]1[CH:6]=[CH:5][CH:4]=[CH:3]1.[C-:7]1(C)[CH:11]=[CH:10][CH:9]=[CH:8]1.[Zr+2:13].[C:14]1([OH:20])[CH:19]=[CH:18][CH:17]=[CH:16][CH:15]=1.C>C1(C)C=CC=CC=1>[O-:20][C:14]1[CH:19]=[CH:18][CH:17]=[CH:16][CH:15]=1.[O-:20][C:14]1[CH:19]=[CH:18][CH:17]=[CH:16][CH:15]=1.[CH-:2]1[CH:6]=[CH:5][CH:4]=[CH:3]1.[CH-:7]1[CH:11]=[CH:10][CH:9]=[CH:8]1.[Zr+2:13] |f:0.1.2,6.7.8.9.10|. Procedure: In a flask containing 50 ml of toluene, 1.988 millimoles of dimethyl zirconocene were dissolved. Successively under stirring 3.976 millimoles of phenol were added. The solution develops methane according to the reaction: